From a dataset of the Open Reaction Database (ORD), a public repository of structured organic reaction records. describe an organic reaction: reactants, conditions, products, and yield The product is Cl.C1(CC1)C1=CC(=NN1C1=CC=C(C=N1)NC(CC1=CC=NC=C1)=O)C(F)(F)F (N-{6-[5-cyclopropyl-3-(trifluoromethyl)-1H-pyrazol-1-yl]pyridin-3-yl}-2-(pyridin-4-yl)acetamide hydrochloride). Starting materials: Cl (HCl), C1(CC1)C1=CC(=NN1C1=CC=C(C=N1)NC(CC1=CC=NC=C1)=O)C(F)(F)F (N-{6-[5-cyclopropyl-3-(trifluoromethyl)-1H-pyrazol-1-yl]pyridin-3-yl}-2-(pyridin-4-yl)acetamide), 4-(pyridin-4-yl)acetic acid, intermediate 36. RXN SMILES: [CH:1]1([C:4]2[N:8]([C:9]3[N:14]=[CH:13][C:12]([NH:15][C:16](=[O:24])[CH2:17][C:18]4[CH:23]=[CH:22][N:21]=[CH:20][CH:19]=4)=[CH:11][CH:10]=3)[N:7]=[C:6]([C:25]([F:28])([F:27])[F:26])[CH:5]=2)[CH2:3][CH2:2]1.[ClH:29]>C1COCC1.C(OCC)C>[ClH:29].[CH:1]1([C:4]2[N:8]([C:9]3[N:14]=[CH:13][C:12]([NH:15][C:16](=[O:24])[CH2:17][C:18]4[CH:23]=[CH:22][N:21]=[CH:20][CH:19]=4)=[CH:11][CH:10]=3)[N:7]=[C:6]([C:25]([F:28])([F:26])[F:27])[CH:5]=2)[CH2:3][CH2:2]1 |f:4.5|. Procedure details: Following the general procedure-1, N-{6-[5-cyclopropyl-3-(trifluoromethyl)-1H-pyrazol-1-yl]pyridin-3-yl}-2-(pyridin-4-yl)acetamide (280 mg) was prepared from 4-(pyridin-4-yl)acetic acid (310 mg, 1.78 mmol) and intermediate 36 (300 mg, 1.12 mmol) as an off-white solid and dissolved in THF. Saturated HCl in diethyl ether was added to this solution at 0° C. and stirred for 15 min. Solid that separated out was filtered and dried to give the title compound (68 mg) as an Off-white solid M.P.: 185.2-18... Reaction conditions: time 15 minute. Solvent: C(C)OCC (diethyl ether), C1CCOC1 (THF). Starting materials: solution, C[O-].[Na+] (sodium methylate), C(C)(=O)O[C@H]1[C@H](OC2=CC=C(C=C2)[N+](=O)[O-])SC[C@H]([C@@H]1OC(C)=O)OC(C)=O (4-nitrophenyl 2,3,4-tri-O-acetyl-5-thio-β-D-xylopyranoside). Solvent: CO (methanol), CO (methanol). The product is O([C@H]1[C@H](O)[C@@H](O)[C@H](O)CS1)C1=CC=C(C=C1)[N+](=O)[O-] (4-nitrophenyl 5-thio-β-D-xylopyranoside). Yield: 81.1%. RXN SMILES: C[O-].[Na+].C([O:7][C@@H:8]1[C@@H:23]([O:24]C(=O)C)[C@H:22]([O:28]C(=O)C)[CH2:21][S:20][C@H:9]1[O:10][C:11]1[CH:16]=[CH:15][C:14]([N+:17]([O-:19])=[O:18])=[CH:13][CH:12]=1)(=O)C>CO>[O:10]([C:11]1[CH:12]=[CH:13][C:14]([N+:17]([O-:19])=[O:18])=[CH:15][CH:16]=1)[C@@H:9]1[S:20][CH2:21][C@@H:22]([OH:28])[C@H:23]([OH:24])[C@H:8]1[OH:7] |f:0.1|. Procedure details: 0.2 ml of a solution of sodium methylate in methanol (8% w/v of Na) is added under an inert atmosphere to a suspension of 1.1 g (2.6.10-3 mol) of 4-nitrophenyl 2,3,4-tri-O-acetyl-5-thio-β-D-xylopyranoside in 30 ml of methanol. After complete solubilization (2 h), the reaction mixture is neutralized by the addition of Amberlite® IR 120 H+ resin and then filtered. 620 mg (yield: 79%) of the expected product are obtained after evaporation to dryness and lyophilization. The reactants are FC1=C(C=C(C(=O)NC2=CC=CC=C2)C=C1)[N+](=O)[O-] (4-fluoro-3-nitro-N-phenyl-benzamide). The reagents and catalysts are [Zn] (Zinc). The solvent is C(C)(=O)O (acetic acid). Reaction conditions: time 4 hour. The product is NC=1C=C(C(=O)NC2=CC=CC=C2)C=CC1F (3-Amino-4-fluoro-N-phenyl-benzamide). The yield is 88.6%. Reaction SMILES: [F:1][C:2]1[CH:16]=[CH:15][C:5]([C:6]([NH:8][C:9]2[CH:14]=[CH:13][CH:12]=[CH:11][CH:10]=2)=[O:7])=[CH:4][C:3]=1[N+:17]([O-])=O>C(O)(=O)C.[Zn]>[NH2:17][C:3]1[CH:4]=[C:5]([CH:15]=[CH:16][C:2]=1[F:1])[C:6]([NH:8][C:9]1[CH:14]=[CH:13][CH:12]=[CH:11][CH:10]=1)=[O:7]. Reported procedure: Zinc dust (14 g) was added to a solution of 4-fluoro-3-nitro-N-phenyl-benzamide (1.99 g, 7.6 mmol) in acetic acid (80 mL) at 0° C. The mixture was stirred and allowed to warm to room temperature. After 4 hours, the mixture was filtered and the residue washed with ethyl acetate. The filtrate and washings were combined and taken to dryness by rotovap and the residue partitioned between ethyl acetate (200 mL) and saturated aqueous NaHCO3. The organic layer was washed with saturated brine, dried ove... The solvent is C(C)(C)(C)O (tert-butanol), C(C)(=O)OCC (ethyl acetate). Procedure details: (S)-2-(1-Aminoethyl)-5-methyl-3-phenylpyrrolo[2,1-f][1,2,4]triazin-4(3H)-one (100 mg, 0.37 mmol), 4-amino-6-bromo-N-(3-fluoro-4-hydroxyphenyl)pyrimidine-5-carboxamide (183 mg, 0.56 mmol), DIEA (325 μl, 1.87 mmol) and cesium fluoride (113 mg, 0.74 mmol) were suspended in tert-butanol (5 ml) and the mixture was stirred overnight at 120° C. in a sealed tube. The reaction mixture was diluted with ethyl acetate and washed with water and brine. After evaporation of the solvent, the residue was purifie... Reaction SMILES: [NH2:1][C@H:2]([C:4]1[N:9]([C:10]2[CH:15]=[CH:14][CH:13]=[CH:12][CH:11]=2)[C:8](=[O:16])[C:7]2=[C:17]([CH3:20])[CH:18]=[CH:19][N:6]2[N:5]=1)[CH3:3].[NH2:21][C:22]1[C:27]([C:28]([NH:30][C:31]2[CH:36]=[CH:35][C:34]([OH:37])=[C:33]([F:38])[CH:32]=2)=[O:29])=[C:26](Br)[N:25]=[CH:24][N:23]=1.CCN(C(C)C)C(C)C.[F-].[Cs+]>C(O)(C)(C)C.C(OCC)(=O)C>[NH2:21][C:22]1[C:27]([C:28]([NH:30][C:31]2[CH:36]=[CH:35][C:34]([OH:37])=[C:33]([F:38])[CH:32]=2)=[O:29])=[C:26]([NH:1][C@H:2]([C:4]2[N:9]([C:10]3[CH:15]=[CH:14][CH:13]=[CH:12][CH:11]=3)[C:8](=[O:16])[C:7]3=[C:17]([CH3:20])[CH:18]=[CH:19][N:6]3[N:5]=2)[CH3:3])[N:25]=[CH:24][N:23]=1 |f:3.4|. Yield: 8.0%. Yields the product NC1=NC=NC(=C1C(=O)NC1=CC(=C(C=C1)O)F)N[C@@H](C)C1=NN2C(C(N1C1=CC=CC=C1)=O)=C(C=C2)C ((S)-4-Amino-N-(3-fluoro-4-hydroxyphenyl)-6-((1-(5-methyl-4-oxo-3-phenyl-3,4-dihydropyrrolo[2,1-f][1,2,4]triazin-2-yl)ethyl)amino)pyrimidine-5-carboxamide). Reaction conditions: temperature 120 celsius, time 8 hour. Reactants: N[C@@H](C)C1=NN2C(C(N1C1=CC=CC=C1)=O)=C(C=C2)C ((S)-2-(1-Aminoethyl)-5-methyl-3-phenylpyrrolo[2,1-f][1,2,4]triazin-4(3H)-one), [F-].[Cs+] (cesium fluoride), NC1=NC=NC(=C1C(=O)NC1=CC(=C(C=C1)O)F)Br (4-amino-6-bromo-N-(3-fluoro-4-hydroxyphenyl)pyrimidine-5-carboxamide), CCN(C(C)C)C(C)C (DIEA).